From a dataset of the Open Reaction Database (ORD), a public repository of structured organic reaction records. describe an organic reaction: reactants, conditions, products, and yield Starting materials: FF (fluorine), CC1=NC(=CC(=C1)C)C (2,4,6-trimethylpyridine), [B-](F)(F)(F)F.[Na+] (sodium borofluoride), [F-].[Na+] (sodium fluoride), N#N.FF (nitrogen fluorine). Run in C(C)#N (acetonitrile). Yields the product F[B-](F)(F)F.F[N+]1=C(C=C(C=C1C)C)C (N-fluoro-2,4,6-trimethylpyridinium tetrafluoroborate). Isolated yield 70.0%. Reaction SMILES: [CH3:1][C:2]1[CH:7]=[C:6]([CH3:8])[CH:5]=[C:4]([CH3:9])[N:3]=1.[B-:10]([F:14])([F:13])([F:12])[F:11].[Na+].[F-:16].[Na+].N#N.FF.FF>C(#N)C>[F:11][B-:10]([F:14])([F:13])[F:12].[F:16][N+:3]1[C:4]([CH3:9])=[CH:5][C:6]([CH3:8])=[CH:7][C:2]=1[CH3:1] |f:1.2,3.4,5.6,9.10|. Procedure: In a 25 ml pear-shaped flask, 2,4,6-trimethylpyridine (1.21 g, 10 mmoles), sodium borofluoride (1.23 g, 10 mmoles) as the XM reactant and anhydrous sodium fluoride (2.1 g, 50 mmoles) were dissolved in 15 ml of anhydrous acetonitrile and to the resulting solution a mixed gas of nitrogen/fluorine (9:1) was introduced at a rate of 50 ml/min. at -40° C. under vigorous stirring. The amount of fluorine introduced was 20 mmoles. After the completion of the reaction, precipitates were filtered and then ... Starting materials: [BH3-]C#N, CNC1CN(c2c(-c3ccccc3)c(C)c(C#N)c3nc(C(C)(C)C)oc23)C1, C=O, CC(=O)O, CO, [Na+], [Na+], [Na+], O=C([O-])[O-]. The product is Cc1c(-c2ccccc2)c(N2CC(N(C)C)C2)c2oc(C(C)(C)C)nc2c1C#N. As a reaction SMILES: [C:31]([BH3-:32])#[N:33].[C:3]([CH3:4])([CH3:5])([CH3:6])[c:7]1[o:8][c:9]2[c:10]([n:11]1)[c:12]([C:29]#[N:30])[c:13]([CH3:28])[c:14](-[c:22]1[cH:23][cH:24][cH:25][cH:26][cH:27]1)[c:15]2[N:16]1[CH2:17][CH:18]([NH:20][CH3:21])[CH2:19]1.[CH2:1]=[O:2].[CH3:35][C:36](=[O:37])[OH:38].[CH3:45][OH:46].[Na+:34].[Na+:39].[Na+:40].[O-:41][C:42](=[O:43])[O-:44]>>[C:3]([CH3:4])([CH3:5])([CH3:6])[c:7]1[o:8][c:9]2[c:10]([n:11]1)[c:12]([C:29]#[N:30])[c:13]([CH3:28])[c:14](-[c:22]1[cH:23][cH:24][cH:25][cH:26][cH:27]1)[c:15]2[N:16]1[CH2:17][CH:18]([N:20]([CH3:21])[CH3:31])[CH2:19]1. Starting materials: C1(=CC=CC=C1)C(C(=O)OCC)C(=O)OCC (diethyl 2-phenylmalonate), [O-]CC.[Na+] (sodium ethoxide), C(C)(=O)Cl (acetyl chloride), Cl (HCl). Run in O1CCCC1 (tetrahydrofuran), O1CCCC1 (tetrahydrofuran). Conditions: time 30 minute. The product is C(C)(=O)C(C(=O)OCC)(C(=O)OCC)C1=CC=CC=C1 (Diethyl 2-acetyl-2-phenylmalonate). RXN SMILES: [C:1]1([CH:7]([C:13]([O:15][CH2:16][CH3:17])=[O:14])[C:8]([O:10][CH2:11][CH3:12])=[O:9])[CH:6]=[CH:5][CH:4]=[CH:3][CH:2]=1.[O-:18][CH2:19][CH3:20].[Na+].C(Cl)(=O)C.Cl>O1CCCC1>[C:19]([C:7]([C:1]1[CH:2]=[CH:3][CH:4]=[CH:5][CH:6]=1)([C:8]([O:10][CH2:11][CH3:12])=[O:9])[C:13]([O:15][CH2:16][CH3:17])=[O:14])(=[O:18])[CH3:20] |f:1.2|. Reported procedure: To a solution of diethyl 2-phenylmalonate (100 mmol) in anhydrous tetrahydrofuran (300 mL) is added sodium ethoxide (110 mmol). The mixture is stirred at room temperature for 30 min, followed by the addition of a solution of acetyl chloride (110 mmol) in tetrahydrofuran (50 mL). After the addition is complete, the mixture is heated to reflux for 3 hours, cooled to room temperature, neutralized with 2 N HCl, then concentrated in vacuo. The residue is partitioned between H20 and CHCl3, the organic...